This data is from the Open Reaction Database (ORD), a public repository of structured organic reaction records. The task is: describe an organic reaction: reactants, conditions, products, and yield The reactants are C1CCOC1, OCCOC1CC1, [Na+], [OH-], O, Cc1ccc(S(=O)(=O)Cl)cc1. The product is Cc1ccc(S(=O)(=O)OCCOC2CC2)cc1. RXN SMILES: [CH2:22]1[O:23][CH2:24][CH2:25][CH2:26]1.[CH:3]1([O:6][CH2:7][CH2:8][OH:9])[CH2:4][CH2:5]1.[Na+:2].[OH-:1].[OH2:21].[c:10]1([CH3:20])[cH:11][cH:12][c:13]([S:16](=[O:17])(=[O:18])[Cl:19])[cH:14][cH:15]1>>[CH:3]1([O:6][CH2:7][CH2:8][O:9][S:16]([c:13]2[cH:12][cH:11][c:10]([CH3:20])[cH:15][cH:14]2)(=[O:17])=[O:18])[CH2:4][CH2:5]1. Starting materials: C(C1=CC=CC=C1)OC1=C2CCCC(C2=C(C=C1)C)C(=O)N(CC=1C=NNC1)C=1C=NC(=CC1)C(C)C (5-benzyloxy-N-(6-isopropylpyridin-3-yl)-8-methyl-N-[(pyrazol-4-yl)methyl]-1,2,3,4-tetrahydronaphthalene-1-carboxamide), Cl.ClCC1=NC=CC(=C1)C (2-chloromethyl-4-methylpyridine hydrochloride). The product is C(C1=CC=CC=C1)OC1=C2CCCC(C2=C(C=C1)C)C(=O)N(CC=1C=NN(C1)CC1=NC=CC(=C1)C)C=1C=NC(=CC1)C(C)C (5-benzyloxy-N-(6-isopropylpyridin-3-yl)-N-({1-[(4-methylpyridin-2-yl)methyl]pyrazol-4-yl}methyl)-8-methyl-1,2,3,4-tetrahydronaphthalene-1-carboxamide). The yield is 74.2%. Reaction SMILES: [CH2:1]([O:8][C:9]1[CH:18]=[CH:17][C:16]([CH3:19])=[C:15]2[C:10]=1[CH2:11][CH2:12][CH2:13][CH:14]2[C:20]([N:22]([C:29]1[CH:30]=[N:31][C:32]([CH:35]([CH3:37])[CH3:36])=[CH:33][CH:34]=1)[CH2:23][C:24]1[CH:25]=[N:26][NH:27][CH:28]=1)=[O:21])[C:2]1[CH:7]=[CH:6][CH:5]=[CH:4][CH:3]=1.Cl.Cl[CH2:40][C:41]1[CH:46]=[C:45]([CH3:47])[CH:44]=[CH:43][N:42]=1>>[CH2:1]([O:8][C:9]1[CH:18]=[CH:17][C:16]([CH3:19])=[C:15]2[C:10]=1[CH2:11][CH2:12][CH2:13][CH:14]2[C:20]([N:22]([C:29]1[CH:30]=[N:31][C:32]([CH:35]([CH3:37])[CH3:36])=[CH:33][CH:34]=1)[CH2:23][C:24]1[CH:25]=[N:26][N:27]([CH2:40][C:41]2[CH:46]=[C:45]([CH3:47])[CH:44]=[CH:43][N:42]=2)[CH:28]=1)=[O:21])[C:2]1[CH:3]=[CH:4][CH:5]=[CH:6][CH:7]=1 |f:1.2|. Procedure: By the reaction and treatment in the same manner as in Example 271 using 5-benzyloxy-N-(6-isopropylpyridin-3-yl)-8-methyl-N-[(pyrazol-4-yl)methyl]-1,2,3,4-tetrahydronaphthalene-1-carboxamide (0.5 g) and 2-chloromethyl-4-methylpyridine hydrochloride (0.36 g) as starting materials, 5-benzyloxy-N-(6-isopropylpyridin-3-yl)-N-({1-[(4-methylpyridin-2-yl)methyl]pyrazol-4-yl}methyl)-8-methyl-1,2,3,4-tetrahydronaphthalene-1-carboxamide (0.45 g) was obtained. Reported procedure: To a mixture of 4-ethyl-benzene-1,3-diol (a, 10 mmol) and naphthalen-2-yl-acetonitrile (b, 10 mmol) in boron trifluoride etherate (20 mL) was bubbled gaseous HCl for 12 h. The solids that formed were collected by filtration and heated in 6N HCl (100 mL) and EtOH (20 mL) for 6 h. The mixture was diluted with water and extracted with CH2Cl2. The organic extract was washed with water and dried. The oil obtained on concentration of the organic layer was crystallized in EtOAc/hexanes to give 1-(5-eth... As a reaction SMILES: [CH2:1]([C:3]1[CH:8]=[CH:7][C:6]([OH:9])=[CH:5][C:4]=1[OH:10])[CH3:2].[CH:11]1[C:20]2[C:15](=[CH:16][CH:17]=[CH:18][CH:19]=2)[CH:14]=[CH:13][C:12]=1[CH2:21][C:22]#N.B(F)(F)F.CC[O:30]CC>>[CH2:1]([C:3]1[C:4]([OH:10])=[CH:5][C:6]([OH:9])=[C:7]([C:22](=[O:30])[CH2:21][C:12]2[CH:13]=[CH:14][C:15]3[C:20](=[CH:19][CH:18]=[CH:17][CH:16]=3)[CH:11]=2)[CH:8]=1)[CH3:2] |f:2.3|. Product: C(C)C=1C(=CC(=C(C1)C(CC1=CC2=CC=CC=C2C=C1)=O)O)O (1-(5-ethyl-2,4-dihydroxy-phenyl)-2-naphthalen-2-yl-ethanone). Reaction conditions: time 6 hour. Starting materials: C(C)C1=C(C=C(C=C1)O)O (4-ethyl-benzene-1,3-diol), C1=C(C=CC2=CC=CC=C12)CC#N (naphthalen-2-yl-acetonitrile), B(F)(F)F.CCOCC (boron trifluoride etherate). Starting materials: Cl.ClC=1C=C(C=CC1)C1CN(CC2=CC(=CC=C12)OC)C (rac.-4-(3-chlorophenyl)-1,2,3,4-tetrahydro-7-methoxy-2-methylisoquinoline hydrochloride), Br (hydrobromic acid). The product is Cl.ClC=1C=C(C=CC1)C1CN(CC2=CC(=CC=C12)O)C (rac.-4-(3-chlorophenyl)-1,2,3,4-tetrahydro-2-methyl-7-isoquinolinol hydrochloride). RXN SMILES: Cl.[Cl:2][C:3]1[CH:4]=[C:5]([CH:9]2[C:18]3[C:13](=[CH:14][C:15]([O:19]C)=[CH:16][CH:17]=3)[CH2:12][N:11]([CH3:21])[CH2:10]2)[CH:6]=[CH:7][CH:8]=1.Br>>[ClH:2].[Cl:2][C:3]1[CH:4]=[C:5]([CH:9]2[C:18]3[C:13](=[CH:14][C:15]([OH:19])=[CH:16][CH:17]=3)[CH2:12][N:11]([CH3:21])[CH2:10]2)[CH:6]=[CH:7][CH:8]=1 |f:0.1,3.4|. Procedure: The free base isolated from 4.00 g. of rac.-4-(3-chlorophenyl)-1,2,3,4-tetrahydro-7-methoxy-2-methylisoquinoline hydrochloride is heated for an hour at 150° (bath temperature) with 80 ml. of 48% hydrobromic acid. After concentration, it is extracted with ethyl acetate and sodium bicarbonate solution. By acidification of the ethyl acetate extract with ethanolic hydrogen chloride and by crystallization and recrystallization from methanol-ether there is obtained rac.-4-(3-chlorophenyl)-1,2,3,4-tetr...